The task is: describe an organic reaction: reactants, conditions, products, and yield. This data is from the Open Reaction Database (ORD), a public repository of structured organic reaction records. Reactants: FC=1C=C(C2=C(N(C=N2)C2OCCCC2)C1)C(C)=O (1-(6-fluoro-1-(tetrahydro-2H-pyran-2-yl)-1H-benzo[d]imidazol-4-yl)ethanone), CC=1C=CC(=CC1)S(=O)(=O)O (TsOH). Conditions: temperature 80 celsius. Reaction SMILES: [F:1][C:2]1[CH:3]=[C:4]([C:17](=[O:19])[CH3:18])[C:5]2[N:9]=[CH:8][N:7](C3CCCCO3)[C:6]=2[CH:16]=1.CC1C=CC(S(O)(=O)=O)=CC=1>O.CO>[F:1][C:2]1[CH:3]=[C:4]([C:17](=[O:19])[CH3:18])[C:5]2[N:9]=[CH:8][NH:7][C:6]=2[CH:16]=1. Reported procedure: A mixture of 1-(6-fluoro-1-(tetrahydro-2H-pyran-2-yl)-1H-benzo[d]imidazol-4-yl)ethanone (1.0 g, 3.82 mmol) and TsOH (1.97 g, 11.45 mmol) in water (10 mL) and MeOH (50 mL) was heated at 80° C. for 3 h. The reaction mixture was quenched with EtOAc (50 mL) and water (50 mL). The aqueous phase was extracted with EtOAc (50 mL×2). The combined organic layers were washed with water and brine, dried (Na2SO4), filtered, and concentrated in vacuo to afford 1-(6-fluoro-1H-benzo[d]imidazol-4-yl)ethanone as ... The solvent is O (water), CO (MeOH). Yield: 99.6%. The product is FC=1C=C(C2=C(NC=N2)C1)C(C)=O (1-(6-fluoro-1H-benzo[d]imidazol-4-yl)ethanone). Yields the product NCC=1C(N(C(=CC1)CCCC)CC1=CC=C(C=C1)C1=C(C=CC=C1)C#N)=O (3-Aminomethyl-6-butyl-1-(2'-cyanobiphenyl-4-ylmethyl)-1,2-dihydro-2-oxopyridine), [OH-].[Na+] (sodium hydroxide). Starting materials: C(CCC)C1=CC=C(C(N1CC1=CC=C(C=C1)C1=C(C=CC=C1)C#N)=O)C=O (6-butyl-1-(2'-cyanobiphenyl-4-ylmethyl)-3-formyl-1,2-dihydro-2-oxopyridine), C(C)(=O)[O-].[NH4+] (ammonium acetate), [BH3-]C#N.[Na+] (NaBH3CN). RXN SMILES: [CH2:1]([C:5]1[N:10]([CH2:11][C:12]2[CH:17]=[CH:16][C:15]([C:18]3[CH:23]=[CH:22][CH:21]=[CH:20][C:19]=3[C:24]#[N:25])=[CH:14][CH:13]=2)[C:9](=[O:26])[C:8]([CH:27]=O)=[CH:7][CH:6]=1)[CH2:2][CH2:3][CH3:4].C([O-])(=[O:31])C.[NH4+].[BH3-]C#[N:36].[Na+:37]>C(O)(C)C>[NH2:36][CH2:27][C:8]1[C:9](=[O:26])[N:10]([CH2:11][C:12]2[CH:17]=[CH:16][C:15]([C:18]3[CH:23]=[CH:22][CH:21]=[CH:20][C:19]=3[C:24]#[N:25])=[CH:14][CH:13]=2)[C:5]([CH2:1][CH2:2][CH2:3][CH3:4])=[CH:6][CH:7]=1.[OH-:31].[Na+:37] |f:1.2,3.4,7.8|. Run at time 3 day. Procedure: A suspension of 370 mg of 6-butyl-1-(2'-cyanobiphenyl-4-ylmethyl)-3-formyl-1,2-dihydro-2-oxopyridine, 770 mg of ammonium acetate, 61 mg of NaBH3CN and 400 mg of a powdered 3 Å molecular sieve in 10 ml of isopropanol is stirred under argon for 3 days at 20°. It is filtered, the material on the filter is washed with methanol and the filtrate is evaporated. 3-Aminomethyl-6-butyl-1-(2'-cyanobiphenyl-4-ylmethyl)-1,2-dihydro-2-oxopyridine is obtained after conventional working-up (sodium hydroxide sol... Solvent: C(C)(C)O (isopropanol). The reactants are C(C)ON (ethoxyamine), BrC=1C(=C(C(OC1CC)=O)C(CC)=O)O (5-bromo-6-ethyl-4-hydroxy-3-propionyl-pyrone). The solvent is C(C)O (ethanol). Conditions: time 4 hour. Product: BrC=1C(C(C(OC1CC)=O)=C(CC)NOCC)=O (5-bromo-3-[1-(N-ethoxyamino)- propylidene]-6-ethyl-3,4-dihydro-2H-pyran-2,4-dione). Reaction SMILES: [Br:1][C:2]1[C:3]([OH:15])=[C:4]([C:11](=O)[CH2:12][CH3:13])[C:5](=[O:10])[O:6][C:7]=1[CH2:8][CH3:9].[CH2:16]([O:18][NH2:19])[CH3:17]>C(O)C>[Br:1][C:2]1[C:3](=[O:15])[C:4](=[C:11]([NH:19][O:18][CH2:16][CH3:17])[CH2:12][CH3:13])[C:5](=[O:10])[O:6][C:7]=1[CH2:8][CH3:9]. Procedure details: 1.4 g of 5-bromo-6-ethyl-4-hydroxy-3-propionyl-pyrone (a melting point of 76.5° C to 77.5° C) was dissolved in 10 c.c. of ethanol and further 0.5 g of ethoxyamine was added in it and the resulting solution was agitated at room temperature during 4 hours. Further, it was agitated at a temperature of 40°-50° C during 30 minutes. Then, above ethanol was distilled off from the resulting reaction mixture under a reduced pressure and thereby, a crude white crystal was obtained. Further, the crude whit...